This data is from the Open Reaction Database (ORD), a public repository of structured organic reaction records. The task is: describe an organic reaction: reactants, conditions, products, and yield Starting materials: NN1C(C2=CC=CC=C2C(=N1)C1=C(C=C(C=C1)C)C)=O (2-amino-4-(2,4-dimethylphenyl)phthalazin-1(2H)-one), FC=1C=C(C=C(C1)F)CC(=O)O (2-(3,5-difluorophenyl)acetic acid). Yields the product FC=1C=C(C=C(C1)F)CC(=O)NN1C(C2=CC=CC=C2C(=N1)C1=C(C=C(C=C1)C)C)=O (2-(3,5-difluorophenyl)-N-[4-(2,4-dimethylphenyl)-1-oxophthalazin-2(1H)-yl]acetamide). As a reaction SMILES: [NH2:1][N:2]1[N:11]=[C:10]([C:12]2[CH:17]=[CH:16][C:15]([CH3:18])=[CH:14][C:13]=2[CH3:19])[C:9]2[C:4](=[CH:5][CH:6]=[CH:7][CH:8]=2)[C:3]1=[O:20].[F:21][C:22]1[CH:23]=[C:24]([CH2:29][C:30](O)=[O:31])[CH:25]=[C:26]([F:28])[CH:27]=1>>[F:21][C:22]1[CH:23]=[C:24]([CH2:29][C:30]([NH:1][N:2]2[N:11]=[C:10]([C:12]3[CH:17]=[CH:16][C:15]([CH3:18])=[CH:14][C:13]=3[CH3:19])[C:9]3[C:4](=[CH:5][CH:6]=[CH:7][CH:8]=3)[C:3]2=[O:20])=[O:31])[CH:25]=[C:26]([F:28])[CH:27]=1. Reported procedure: The product of Example 159A and 2-(3,5-difluorophenyl)acetic acid were treated using a method similar to that described in Example 17C to give the title compound. 1H NMR (400 MHz, DMSO-d6) δ ppm 11.67-11.81 (bs, 1H), 8.38-8.41 (m, 1H), 7.85-7.98 (m, 2H), 7.25-7.32 (m, 1H), 7.20-7.24 (m, 2H), 7.09-7.19 (m, 4H), 3.75 (s, 2H), 2.37 (s, 3H), 2.05 (s, 3H); MS (APCI+) M/Z 420 (M+H)+. Reactants: ClC1=CC=CC2=CC=CC=C12 (chloronaphthalene), ClC1CCCC2=CC=CC=C12 (chlorotetralin), C1CC=COC1 (DHP), C1=CC=CC2=CC=CC=C12 (naphthalene). Product: C1CCCC2=CC=CC=C12 (tetralin). As a reaction SMILES: Cl[C:2]1[C:11]2[C:6](=[CH:7][CH:8]=[CH:9][CH:10]=2)[CH:5]=[CH:4][CH:3]=1.C1COC=CC1.C1C2C(=CC=CC=2)C=CC=1.ClC1C2C(=CC=CC=2)CCC1>>[CH2:10]1[C:11]2[C:6](=[CH:5][CH:4]=[CH:3][CH:2]=2)[CH2:7][CH2:8][CH2:9]1. Reported procedure: The method of example 6 was repeated (at 400° C. only) using 1:10 chloronaphthalene to DHP weight ratio. Conversion was 6% with 71% selectivity to naphthalene and 29% chlorotetralin. No tetralin was produced. Starting materials: N=1N=C(NC1)S(=O)(=O)OC=1C=C(C2=C(B(OC2CC(=O)OCC)O)C1)C (ethyl 2-(6-(4H-1,2,4-triazol-3-ylsulfonyloxy)-1-hydroxy-4-methyl-1,3-dihydrobenzo[c][1,2]oxaborol-3-yl)acetate), [Li+].[OH-] (LiOH), Cl (HCl). Run in CCO (EtOH). Reaction conditions: temperature 0 celsius, time 3 hour. The product is N=1N=C(NC1)S(=O)(=O)OC=1C=C(C2=C(B(OC2CC(=O)O)O)C1)C (2-(6-(4H-1,2,4-triazol-3-ylsulfonyloxy)-1-hydroxy-4-methyl-1,3-dihydrobenzo[c][1,2]oxaborol-3-yl)acetic acid). Yield: 36.2%. RXN SMILES: [N:1]1[N:2]=[C:3]([S:6]([O:9][C:10]2[CH:11]=[C:12]([CH3:26])[C:13]3[CH:17]([CH2:18][C:19]([O:21]CC)=[O:20])[O:16][B:15]([OH:24])[C:14]=3[CH:25]=2)(=[O:8])=[O:7])[NH:4][CH:5]=1.[Li+].[OH-].Cl>CCO>[N:1]1[N:2]=[C:3]([S:6]([O:9][C:10]2[CH:11]=[C:12]([CH3:26])[C:13]3[CH:17]([CH2:18][C:19]([OH:21])=[O:20])[O:16][B:15]([OH:24])[C:14]=3[CH:25]=2)(=[O:7])=[O:8])[NH:4][CH:5]=1 |f:1.2|. Procedure: To a solution of ethyl 2-(6-(4H-1,2,4-triazol-3-ylsulfonyloxy)-1-hydroxy-4-methyl-1,3-dihydrobenzo[c][1,2]oxaborol-3-yl)acetate (100 mg, 0.25 mmol) in EtOH (4 ml) was added aqueous LiOH (1 ml, 10% aq). The mixture was stirred at 0° C. for 3 h. The reaction was acidified with 1N HCl to pH=2-4, extracted with DCM, washed with brine. The organic layer was dried over Na2SO4 and concentrated. Purify via prep. HPLC to get white solid 32 mg. NMR: 1H NMR (DMSO-d6, 400 MHz): δ=12.3 (br, 1H), 9.15 (br, 1H...